This data is from the Open Reaction Database (ORD), a public repository of structured organic reaction records. The task is: describe an organic reaction: reactants, conditions, products, and yield The reactants are CC(C)C[Al](CC(C)C)CC(C)C, Cc1ccccc1, Oc1c(Cl)cc(Cl)cc1Cl. Product: CC(C)C[Al](CC(C)C)Oc1c(Cl)cc(Cl)cc1Cl. As a reaction SMILES: [CH2:1]([CH:2]([CH3:3])[CH3:4])[Al:5]([CH2:6][CH:7]([CH3:8])[CH3:9])[CH2:10][CH:11]([CH3:12])[CH3:13].[CH3:24][c:25]1[cH:26][cH:27][cH:28][cH:29][cH:30]1.[OH:14][c:15]1[c:16]([Cl:17])[cH:18][c:19]([Cl:20])[cH:21][c:22]1[Cl:23]>>[Al:5]([CH2:6][CH:7]([CH3:8])[CH3:9])([CH2:10][CH:11]([CH3:12])[CH3:13])[O:14][c:15]1[c:16]([Cl:17])[cH:18][c:19]([Cl:20])[cH:21][c:22]1[Cl:23]. Reaction SMILES: [C:1](#[N:2])[CH2:3][NH:4][C:5]([CH:6]([NH:7][c:8]1[c:9](-[c:14]2[cH:15][cH:16][c:17]([N:20]3[CH2:21][CH2:22][N:23]([C:26]([O:27][C:28]([CH3:29])([CH3:30])[CH3:31])=[O:32])[CH2:24][CH2:25]3)[cH:18][cH:19]2)[c:10]([CH3:13])[n:11][o:12]1)[CH2:33][CH:34]([CH3:35])[CH3:36])=[O:37].[CH2:43]1[O:44][CH2:45][CH2:46][CH2:47]1.[Na+:42].[O-:38][C:39]([OH:40])=[O:41]>>[C:1](#[N:2])[CH2:3][NH:4][C:5]([CH:6]([NH:7][c:8]1[c:9](-[c:14]2[cH:15][cH:16][c:17]([N:20]3[CH2:21][CH2:22][NH:23][CH2:24][CH2:25]3)[cH:18][cH:19]2)[c:10]([CH3:13])[n:11][o:12]1)[CH2:33][CH:34]([CH3:35])[CH3:36])=[O:37]. The reactants are Cc1noc(NC(CC(C)C)C(=O)NCC#N)c1-c1ccc(N2CCN(C(=O)OC(C)(C)C)CC2)cc1, C1CCOC1, [Na+], O=C([O-])O. Product: Cc1noc(NC(CC(C)C)C(=O)NCC#N)c1-c1ccc(N2CCNCC2)cc1.